This data is from the Open Reaction Database (ORD), a public repository of structured organic reaction records. The task is: describe an organic reaction: reactants, conditions, products, and yield Solvent: C(Cl)Cl (DCM), O.O1CCOCC1 (water dioxan), O (H2O). As a reaction SMILES: C([O:3][C:4](=[O:16])[CH2:5][C:6](=O)[CH2:7][CH:8]1[CH2:14][CH2:13][CH2:12][CH2:11][CH2:10][CH2:9]1)C.Br[CH2:18][C:19]([C:21]1[CH:30]=[CH:29][C:28]2[C:23](=[CH:24][CH:25]=[CH:26][CH:27]=2)[CH:22]=1)=O.BrCC(C1C=CC=CC=1)=O.C(OC[N:49]1C(C2C=C(N)C=CC=2)=NN=N1)(=O)C(C)(C)C.CNC[C@@H]([C@H]([C@@H]([C@@H](CO)O)O)O)O>O.O.O1CCOCC1.C(Cl)Cl>[CH:8]1([CH2:7][C:6]2[NH:49][C:19]([C:21]3[CH:30]=[CH:29][C:28]4[C:23](=[CH:24][CH:25]=[CH:26][CH:27]=4)[CH:22]=3)=[CH:18][C:5]=2[C:4]([OH:3])=[O:16])[CH2:9][CH2:10][CH2:11][CH2:12][CH2:13][CH2:14]1 |f:6.7|. Reactants: C(C)OC(CC(CC1CCCCCC1)=O)=O (4-cycloheptyl-3-oxo-butyric acid ethyl ester), CNC[C@H](O)[C@@H](O)[C@H](O)[C@H](O)CO (N-methyl-D-glucamine), C(C(C)(C)C)(=O)OCN1N=NN=C1C=1C=C(C=CC1)N (3-(1-pivaloyloxymethyl-1H-tetrazol-5-yl)-phenylamine), BrCC(=O)C1=CC2=CC=CC=C2C=C1 (2-bromo-1-naphthalen-2-yl-ethanone), BrCC(=O)C1=CC=CC=C1 (2-bromo-1-phenyl-ethanone). Procedure: 2-Cycloheptylmethyl-5-naphthalen-2-yl-1H-pyrrole-3-carboxylic acid was prepared according to the procedure of Example 1, steps a, b and c, using 4-cycloheptyl-3-oxo-butyric acid ethyl ester and 2-bromo-1-naphthalen-2-yl-ethanone instead of 4-adamantan-1-yl-3-oxo-butyric acid ethyl ester and 2-bromo-1-phenyl-ethanone in step a. The acid was then reacted with 3-(1-pivaloyloxymethyl-1H-tetrazol-5-yl)-phenylamine using essentially the same procedure as in Example 1, step d. Deprotection was performe... Yields the product C1(CCCCCC1)CC=1NC(=CC1C(=O)O)C1=CC2=CC=CC=C2C=C1 (2-Cycloheptylmethyl-5-naphthalen-2-yl-1H-pyrrole-3-carboxylic acid). Starting materials: C=Cc1ccccc1, CC(c1ccccc1)c1ccc(O)cc1, CC(=O)O, O=P(O)(O)O. The product is CC(c1ccccc1)c1ccc(O)c(C(C)c2ccccc2)c1. As a reaction SMILES: [CH2:21]=[CH:22][c:23]1[cH:24][cH:25][cH:26][cH:27][cH:28]1.[CH3:1][CH:2]([c:3]1[cH:4][cH:5][cH:6][cH:7][cH:8]1)[c:9]1[cH:10][cH:11][c:12]([OH:15])[cH:13][cH:14]1.[CH3:29][C:30](=[O:31])[OH:32].[P:16](=[O:17])([OH:18])([OH:19])[OH:20]>>[CH3:1][CH:2]([c:3]1[cH:4][cH:5][cH:6][cH:7][cH:8]1)[c:9]1[cH:10][cH:11][c:12]([OH:15])[c:13]([CH:22]([CH3:21])[c:23]2[cH:24][cH:25][cH:26][cH:27][cH:28]2)[cH:14]1. Starting materials: COC(=O)COc1cc(C)c(S(=O)(=O)Nc2ccc(OC)cc2[N+](=O)[O-])c(C)c1, CCOC(C)=O, O=[Pt]. The product is COC(=O)COc1cc(C)c(S(=O)(=O)Nc2ccc(OC)cc2N)c(C)c1. Reaction SMILES: [CH3:1][O:2][c:3]1[cH:4][c:5]([N+:27]([O-:28])=[O:29])[c:6]([NH:9][S:10](=[O:11])(=[O:12])[c:13]2[c:14]([CH3:26])[cH:15][c:16]([O:17][CH2:18][C:19](=[O:20])[O:21][CH3:22])[cH:23][c:24]2[CH3:25])[cH:7][cH:8]1.[CH3:30][CH2:31][O:32][C:33](=[O:34])[CH3:35].[Pt:36]=[O:37]>>[CH3:1][O:2][c:3]1[cH:4][c:5]([NH2:27])[c:6]([NH:9][S:10](=[O:11])(=[O:12])[c:13]2[c:14]([CH3:26])[cH:15][c:16]([O:17][CH2:18][C:19](=[O:20])[O:21][CH3:22])[cH:23][c:24]2[CH3:25])[cH:7][cH:8]1. The reactants are NC1=C(C(=NN1C1=C(C=C(C=C1Cl)Cl)Cl)C1CC1)C(=O)N (5-amino-3-cyclopropyl-1-(2,4,6-trichlorophenyl)pyrazole-4-carboxamide), OC=1C=C(C=CC1OC)CC(=O)OCC (ethyl 3-hydroxy-4-methoxyphenylacetate), [O-]CC.[Na+] (sodium ethoxide). The solvent is C(C)O (ethanol), C(C)O (ethanol). Run at time 18 hour. The product is ClC1=C(C(=CC(=C1)Cl)Cl)N1NC(=C2C1=NC(=NC2=O)CC2=CC(=C(C=C2)OC)O)C2CC2 (1-(2,4,6-trichlorophenyl)-3-cyclopropyl-6-(3-hydroxy-4-methoxybenzyl)pyrazolo[3,4-d]pyrimidin-4-one). The yield is 22.3%. As a reaction SMILES: [NH2:1][C:2]1[N:6]([C:7]2[C:12]([Cl:13])=[CH:11][C:10]([Cl:14])=[CH:9][C:8]=2[Cl:15])[N:5]=[C:4]([CH:16]2[CH2:18][CH2:17]2)[C:3]=1[C:19]([NH2:21])=[O:20].[OH:22][C:23]1[CH:24]=[C:25]([CH2:31][C:32](OCC)=O)[CH:26]=[CH:27][C:28]=1[O:29][CH3:30].[O-]CC.[Na+]>C(O)C>[Cl:13][C:12]1[CH:11]=[C:10]([Cl:14])[CH:9]=[C:8]([Cl:15])[C:7]=1[N:6]1[C:2]2=[N:1][C:32]([CH2:31][C:25]3[CH:26]=[CH:27][C:28]([O:29][CH3:30])=[C:23]([OH:22])[CH:24]=3)=[N:21][C:19](=[O:20])[C:3]2=[C:4]([CH:16]2[CH2:17][CH2:18]2)[NH:5]1 |f:2.3|. Procedure: To a stirred solution of 146 mg (0.42 mmol) of 5-amino-3-cyclopropyl-1-(2,4,6-trichlorophenyl)pyrazole-4-carboxamide in 6 mL of absolute ethanol was added 533 mg (2.53 mmol) of ethyl 3-hydroxy-4-methoxyphenylacetate followed by 1.91 mL (5.1 mmol) of 2.66 M sodium ethoxide in ethanol. The solution was stirred 18 h at reflux, and the heating mantle was then removed. The reaction was treated with 5 mL of 10% aq. HOAc, cooled to ambient temperature, and filtered. The filtrate was washed with 6 mL of... Starting materials: C1CCOC1, CC(=O)OC(C)=O, CC(=O)O, CNC(=O)c1ccc(N)cc1Nc1nc(Cl)ncc1Cl. The product is CNC(=O)c1ccc(NC(C)=O)cc1Nc1nc(Cl)ncc1Cl. RXN SMILES: [CH2:28]1[O:29][CH2:30][CH2:31][CH2:32]1.[CH3:21][C:22](=[O:23])[O:24][C:25](=[O:26])[CH3:27].[CH3:33][C:34](=[O:35])[OH:36].[NH2:1][c:2]1[cH:3][c:4]([NH:12][c:13]2[n:14][c:15]([Cl:20])[n:16][cH:17][c:18]2[Cl:19])[c:5]([C:6](=[O:7])[NH:8][CH3:9])[cH:10][cH:11]1>>[NH:1]([c:2]1[cH:3][c:4]([NH:12][c:13]2[n:14][c:15]([Cl:20])[n:16][cH:17][c:18]2[Cl:19])[c:5]([C:6](=[O:7])[NH:8][CH3:9])[cH:10][cH:11]1)[C:22]([CH3:21])=[O:23].